Dataset: the Open Reaction Database (ORD), a public repository of structured organic reaction records. Task: describe an organic reaction: reactants, conditions, products, and yield The reactants are C(C)OC(CC(C1=CC=C(C=C1)OCC1=CC2(CCC1)CCCCC2)O)=O (3-hydroxy-3-[4-(spiro[5.5]undec-1-en-2-ylmethoxy)-phenyl]-propionic acid ethyl ester), C(C)(C)N(C(C)C)CC (N,N-diisopropylethylamine), ClCCl (dichloromethane), F[B-](F)(F)F.C(C)[O+](CC)CC (triethyloxonium tetrafluoroborate). The solvent is C(Cl)(Cl)Cl (chloroform). Conditions: time 2.5 hour. The product is C(C)OC(CC(C1=CC=C(C=C1)OCC1=CC2(CCC1)CCCCC2)OCC)=O (3-ethoxy-3-[4-(spiro[5.5]undec-1-en-2-ylmethoxy)-phenyl]-pr opionic acid ethyl ester). Reaction SMILES: [CH2:1]([O:3][C:4](=[O:27])[CH2:5][CH:6]([OH:26])[C:7]1[CH:12]=[CH:11][C:10]([O:13][CH2:14][C:15]2[CH2:20][CH2:19][CH2:18][C:17]3([CH2:25][CH2:24][CH2:23][CH2:22][CH2:21]3)[CH:16]=2)=[CH:9][CH:8]=1)[CH3:2].[CH:28](N(CC)C(C)C)(C)[CH3:29].ClCCl.F[B-](F)(F)F.C([O+](CC)CC)C>C(Cl)(Cl)Cl>[CH2:1]([O:3][C:4](=[O:27])[CH2:5][CH:6]([O:26][CH2:28][CH3:29])[C:7]1[CH:12]=[CH:11][C:10]([O:13][CH2:14][C:15]2[CH2:20][CH2:19][CH2:18][C:17]3([CH2:21][CH2:22][CH2:23][CH2:24][CH2:25]3)[CH:16]=2)=[CH:9][CH:8]=1)[CH3:2] |f:3.4|. Procedure: To a solution of 3-hydroxy-3-[4-(spiro[5.5]undec-1-en-2-ylmethoxy)-phenyl]-propionic acid ethyl ester (4.98 g) obtained in Step 7 and N,N-diisopropylethylamine (6.97 mL) in chloroform (100 mL) was added dropwise a 1M dichloromethane solution of triethyloxonium tetrafluoroborate (20 mL) under ice-cooling over 5 minutes, followed by stirring the reaction mixture under ice-cooling for 10 minutes and then at room temperature for 2.5 hours. Then, the reaction mixture was concentrated and the residue ... Starting materials: C(C1=CC=CC=C1)O (benzylalcohol), C1(CC(C)O1)=O (β-butyrolactone), Cl (HCl). The reagents and catalysts are [OH-].[Na+] (sodium hydroxide). Conditions: temperature 0 celsius, time 2 hour. The product is OC(CC(=O)OCC1=CC=CC=C1)C (benzyi 3-hydroxybutanoate). The yield is 80.1%. As a reaction SMILES: [CH2:1]([OH:8])[C:2]1[CH:7]=[CH:6][CH:5]=[CH:4][CH:3]=1.[C:9]1(=[O:14])[O:13][CH:11]([CH3:12])[CH2:10]1.Cl>[OH-].[Na+]>[OH:13][CH:11]([CH3:12])[CH2:10][C:9]([O:8][CH2:1][C:2]1[CH:7]=[CH:6][CH:5]=[CH:4][CH:3]=1)=[O:14] |f:3.4|. Procedure: 0.3 g of sodium hydroxide was added to 64.8 g of benzylalcohol and the reaction mixture was cooled to 0° C. To this reaction mixture was added 12.9 g of β-butyrolactone and the mixture was stirred for 5 minutes at 0° C. and for 2 hours at room temperature. After reaction, the reaction solution was neutralized by adding 15 ml of 1N-HCl solution and the separated organic layer was washed with saturated sodium bicarbonate aqueous solution and saline, and dried over magnesium sulfate. The resulting ... Starting materials: NC1=C(C=CC=C1)C1NC2=CC=C(C=C2C1)OC (2-(2-aminophenyl)-5-methoxy-2,3-dihydro-1H-indole), B(Br)(Br)Br (BBr3). Run in C(Cl)Cl (CH2Cl2), C(Cl)Cl (CH2Cl2). Run at time 1 hour. Product: NC1=C(C=CC=C1)C1NC2=CC=C(C=C2C1)O (2-(2-Aminophenyl)-5-hydroxy-2,3-dihydro-1H-indole). Isolated yield 103.2%. As a reaction SMILES: [NH2:1][C:2]1[CH:7]=[CH:6][CH:5]=[CH:4][C:3]=1[CH:8]1[CH2:16][C:15]2[C:10](=[CH:11][CH:12]=[C:13]([O:17]C)[CH:14]=2)[NH:9]1.B(Br)(Br)Br>C(Cl)Cl>[NH2:1][C:2]1[CH:7]=[CH:6][CH:5]=[CH:4][C:3]=1[CH:8]1[CH2:16][C:15]2[C:10](=[CH:11][CH:12]=[C:13]([OH:17])[CH:14]=2)[NH:9]1. Procedure details: A solution of 5.25 g 2-(2-aminophenyl)-5-methoxy-2,3-dihydro-1H-indole in 115 ml CH2Cl2 was added dropwise to 90.4 ml 1.0M BBr3 in CH2Cl2 at 0° C. The solution was stirred at 0°-5° C. for one hour, and then quenched by dropwise addition of 135 ml water. A total of 400 ml 7.5% NaHCO3 was added dropwise, and the resulting solution was stirred 30 minutes. It was then basified to a pH of ~9 with K2CO3 and extracted with EtOAc. The extracts were washed with saturated NaCl solution, dried (MgSO4), and... The reactants are C(Cl)(Cl)Cl.CO (chloroform methanol), C1(CCCCC1)C(=O)C1=CC=C(C=C1)O (4-Cyclohexylcarbonyl-1-hydroxybenzene), ClC1=CC=NC2=CC(=C(C=C12)OC)OC (4-chloro-6,7-dimethoxyquinoline). Run in COCCOCCOC (diethylene glycol dimethyl ether). Run at temperature 160 celsius. Yields the product C1(CCCCC1)C(=O)C1=CC=C(C=C1)OC1=CC=NC2=CC(=C(C=C12)OC)OC (4-Cyclohexylcarbonyl-1-[(6,7-dimethoxy-4-quinolyl)oxy]benzene). Yield: 33.1%. Reaction SMILES: [CH:1]1([C:7]([C:9]2[CH:14]=[CH:13][C:12]([OH:15])=[CH:11][CH:10]=2)=[O:8])[CH2:6][CH2:5][CH2:4][CH2:3][CH2:2]1.Cl[C:17]1[C:26]2[C:21](=[CH:22][C:23]([O:29][CH3:30])=[C:24]([O:27][CH3:28])[CH:25]=2)[N:20]=[CH:19][CH:18]=1.C(Cl)(Cl)Cl.CO>COCCOCCOC>[CH:1]1([C:7]([C:9]2[CH:14]=[CH:13][C:12]([O:15][C:17]3[C:26]4[C:21](=[CH:22][C:23]([O:29][CH3:30])=[C:24]([O:27][CH3:28])[CH:25]=4)[N:20]=[CH:19][CH:18]=3)=[CH:11][CH:10]=2)=[O:8])[CH2:2][CH2:3][CH2:4][CH2:5][CH2:6]1 |f:2.3|. Reported procedure: Under argon, 4-cyclohexylcarbonyl-1-hydroxybenzene (273 mg) obtained in Example 142 and 4-chloro-6,7-dimethoxyquinoline (100 mg) were dissolved in diethylene glycol dimethyl ether (0.2 ml), and the solution was refluxed at 160° C. for 30 minutes. The reaction mixture was partitioned between saturated aqueous sodium hydrogen carbonate and chloroform, and the chloroform layer was washed with brine and then dried with anhydrous magnesium sulfate. After removing the solvent by reduced-pressure disti... Reported procedure: 23.4 ml. of a 25% (w/w) solution of n-butyllithium in hexane (0.088 mol) are added, with stirring, at -78° C. and under nitrogen, to the imine prepared above (0.088 mol), dissolved in 100 ml. of anhydrous tetrahydrofuran. 11.1 g. (0.088 mol) 2-acetylthiophene in 20 ml. of tetrahydrofuran are added to the dark red solution at -78° C. The reaction mixture is stirred for 2 hours at -30° C. and then for 12 hours at ambient temperature, poured into a saturated aqueous solution of ammonium chloride an... Reaction SMILES: [CH2:1]([Li])[CH2:2][CH2:3][CH3:4].[CH3:6]CCCCC.[C:12]([C:15]1[S:16][CH:17]=[CH:18][CH:19]=1)(=O)[CH3:13].[Cl-:20].[NH4+:21].C(O[CH:26]([CH3:28])[CH3:27])(C)C>O1CCCC1>[Cl:20][C:4]1[CH:3]=[CH:2][CH:1]=[CH:28][C:26]=1[CH:27]=[N:21][CH:13]=[C:12]([C:15]1[S:16][CH:17]=[CH:18][CH:19]=1)[CH3:6] |f:3.4|. The solvent is O1CCCC1 (tetrahydrofuran), O1CCCC1 (tetrahydrofuran). Starting materials: C(C)(=O)C=1SC=CC1 (2-acetylthiophene), C(CCC)[Li] (n-butyllithium), CCCCCC (hexane), [Cl-].[NH4+] (ammonium chloride), imine, C(C)(C)OC(C)C (diisopropyl ether). Run at temperature -30 celsius, time 2 hour. Yields the product ClC1=C(C=CC=C1)C=NC=C(C)C=1SC=CC1 (1-(2-chlorophenyl)-4-(thien-2-yl)-4-methyl-2-azabuta-1,3-diene). Reactants: CC(=O)O[BH-](OC(C)=O)OC(C)=O, C=O, Cc1ccc(C(=O)NC2CC2)cc1-c1ccc2c(=O)n(CC3CC3)cc(CNCCN(C)C)c2c1, ClCCl, [Na+]. The product is Cc1ccc(C(=O)NC2CC2)cc1-c1ccc2c(=O)n(CC3CC3)cc(CN(C)CCN(C)C)c2c1. As a reaction SMILES: [C:38]([O:39][BH-:40]([O:41][C:42](=[O:43])[CH3:44])[O:45][C:46](=[O:47])[CH3:48])(=[O:49])[CH3:50].[CH2:36]=[O:37].[CH:1]1([NH:4][C:5]([c:6]2[cH:7][c:8](-[c:13]3[cH:14][c:15]4[c:16]([CH2:28][NH:29][CH2:30][CH2:31][N:32]([CH3:33])[CH3:34])[cH:17][n:18]([CH2:24][CH:25]5[CH2:26][CH2:27]5)[c:19](=[O:23])[c:20]4[cH:21][cH:22]3)[c:9]([CH3:12])[cH:10][cH:11]2)=[O:35])[CH2:2][CH2:3]1.[Cl:52][CH2:53][Cl:54].[Na+:51]>>[CH:1]1([NH:4][C:5]([c:6]2[cH:7][c:8](-[c:13]3[cH:14][c:15]4[c:16]([CH2:28][N:29]([CH2:30][CH2:31][N:32]([CH3:33])[CH3:34])[CH3:38])[cH:17][n:18]([CH2:24][CH:25]5[CH2:26][CH2:27]5)[c:19](=[O:23])[c:20]4[cH:21][cH:22]3)[c:9]([CH3:12])[cH:10][cH:11]2)=[O:35])[CH2:2][CH2:3]1.